Dataset: the Open Reaction Database (ORD), a public repository of structured organic reaction records. Task: describe an organic reaction: reactants, conditions, products, and yield Reactants: CN(c1ccc2c(c1)nc(NCc1cccc(F)c1)n2C)c1ccnc(Cl)n1, Nc1ccc(CS(N)(=O)=O)cc1. Product: Cl, CN(c1ccc2c(c1)nc(NCc1cccc(F)c1)n2C)c1ccnc(Nc2ccc(CS(N)(=O)=O)cc2)n1. RXN SMILES: [Cl:1][c:2]1[n:3][cH:4][cH:5][c:6]([N:8]([c:9]2[cH:10][c:11]3[c:12]([n:13]([CH3:25])[c:14]([NH:16][CH2:17][c:18]4[cH:19][c:20]([F:24])[cH:21][cH:22][cH:23]4)[n:15]3)[cH:26][cH:27]2)[CH3:28])[n:7]1.[NH2:29][c:30]1[cH:31][cH:32][c:33]([CH2:36][S:37](=[O:38])(=[O:39])[NH2:40])[cH:34][cH:35]1>>[ClH:1].[c:2]1([NH:29][c:30]2[cH:31][cH:32][c:33]([CH2:36][S:37](=[O:38])(=[O:39])[NH2:40])[cH:34][cH:35]2)[n:3][cH:4][cH:5][c:6]([N:8]([c:9]2[cH:10][c:11]3[c:12]([n:13]([CH3:25])[c:14]([NH:16][CH2:17][c:18]4[cH:19][c:20]([F:24])[cH:21][cH:22][cH:23]4)[n:15]3)[cH:26][cH:27]2)[CH3:28])[n:7]1. Reactants: CO, N#Cc1ccc(I)c(F)c1F, [H-], [Na+], CN(C)C=O. Product: COc1c(C#N)ccc(I)c1F. RXN SMILES: [CH3:3][OH:4].[F:5][c:6]1[c:7]([C:8]#[N:9])[cH:10][cH:11][c:12]([I:15])[c:13]1[F:14].[H-:1].[Na+:2].[O:16]=[CH:17][N:18]([CH3:19])[CH3:20]>>[CH3:3][O:4][c:6]1[c:7]([C:8]#[N:9])[cH:10][cH:11][c:12]([I:15])[c:13]1[F:14]. The reactants are CO (Methanol), ClC=1C=C(OC2CCN(CC2)C(=O)C2CC(C(C2)O)O)C=CC1Cl (4-[[4-(3,4dichlorophenoxy)-1-piperidinyl]carbonyl]-1,2-cyclopentanediol). The solvent is B (borane), O1CCCC1 (tetrahydrofuran). Yields the product N (ammonia), ClC=1C=C(OC2CCN(CC2)CC2CC(C(C2)O)O)C=CC1Cl (4-[[4-(3,4-Dichlorophenoxy)-1-piperidinyl]methyl]-1,2-cyclopentanediol). Isolated yield 213.6%. Reaction SMILES: [Cl:1][C:2]1[CH:3]=[C:4]([CH:21]=[CH:22][C:23]=1[Cl:24])[O:5][CH:6]1[CH2:11][CH2:10][N:9]([C:12]([CH:14]2[CH2:18][CH:17]([OH:19])[CH:16]([OH:20])[CH2:15]2)=O)[CH2:8][CH2:7]1.CO>B.O1CCCC1>[NH3:9].[Cl:1][C:2]1[CH:3]=[C:4]([CH:21]=[CH:22][C:23]=1[Cl:24])[O:5][CH:6]1[CH2:11][CH2:10][N:9]([CH2:12][CH:14]2[CH2:18][CH:17]([OH:19])[CH:16]([OH:20])[CH2:15]2)[CH2:8][CH2:7]1. Reported procedure: The more polar isomer of 4-[[4-(3,4dichlorophenoxy)-1-piperidinyl]carbonyl]-1,2-cyclopentanediol (0.71 g) was dissolved in a solution of borane in tetrahydrofuran (16 mL of 1M solution) and the mixture was heated to reflux for 1.5 h. Methanol (10 mL) was added and the solution was heated under reflux for 1 h. The volatile components were evaporated and the residue was loaded onto an HPLC SCX cartridge in methanol and eluted with methanol, then with 0.7M ammonia in methanol to give the title comp... Starting materials: CS(C)=O, C[Si](C)(C)CCOCn1cc(C#N)c(=O)c2cc([N+](=O)[O-])c(Cl)cc21, [N-]=[N+]=[N-], [Na+]. Product: C[Si](C)(C)CCOCn1cc(C#N)c(=O)c2cc([N+](=O)[O-])c(N=[N+]=[N-])cc21. Reaction SMILES: [CH3:30][S:31](=[O:32])[CH3:33].[Cl:1][c:2]1[c:3]([N+:23](=[O:24])[O-:25])[cH:4][c:5]2[c:6](=[O:22])[c:7]([C:20]#[N:21])[cH:8][n:9]([CH2:12][O:13][CH2:14][CH2:15][Si:16]([CH3:17])([CH3:18])[CH3:19])[c:10]2[cH:11]1.[N-:27]=[N+:28]=[N-:29].[Na+:26]>>[c:2]1([N:27]=[N+:28]=[N-:29])[c:3]([N+:23](=[O:24])[O-:25])[cH:4][c:5]2[c:6](=[O:22])[c:7]([C:20]#[N:21])[cH:8][n:9]([CH2:12][O:13][CH2:14][CH2:15][Si:16]([CH3:17])([CH3:18])[CH3:19])[c:10]2[cH:11]1. Starting materials: O=C(Br)CBr, Nc1c(C(F)(F)F)cc(OCc2ccccc2)cc1C(F)(F)F, CN(C)c1ccccc1, Cc1ccccc1. Yields the product O=C(CBr)Nc1c(C(F)(F)F)cc(OCc2ccccc2)cc1C(F)(F)F. As a reaction SMILES: [Br:10][CH2:11][C:12](=[O:13])[Br:14].[CH2:15]([c:16]1[cH:17][cH:18][cH:19][cH:20][cH:21]1)[O:22][c:23]1[cH:24][c:25]([C:34]([F:35])([F:36])[F:37])[c:26]([NH2:27])[c:28]([C:30]([F:31])([F:32])[F:33])[cH:29]1.[CH3:1][N:2]([c:3]1[cH:4][cH:5][cH:6][cH:7][cH:8]1)[CH3:9].[CH3:38][c:39]1[cH:40][cH:41][cH:42][cH:43][cH:44]1>>[Br:10][CH2:11][C:12](=[O:13])[NH:27][c:26]1[c:25]([C:34]([F:35])([F:36])[F:37])[cH:24][c:23]([O:22][CH2:15][c:16]2[cH:17][cH:18][cH:19][cH:20][cH:21]2)[cH:29][c:28]1[C:30]([F:31])([F:32])[F:33]. The reactants are N1=C(C=CC=C1)CC(=O)OC (methyl 2-pyridylacetate), BrC(C=O)CC (2-bromobutyraldehyde). The solvent is C=1(C(=CC=CC1)C)C (xylene). Product: methyl ester, C(C)C1=CC(=C2C=CC=CN12)C(=O)O (3-Ethylindolizin-1-carboxylic acid). RXN SMILES: [N:1]1[CH:6]=[CH:5][CH:4]=[CH:3][C:2]=1[CH2:7][C:8]([O:10]C)=[O:9].Br[CH:13]([CH2:16][CH3:17])[CH:14]=O>C1(C)C(C)=CC=CC=1>[CH2:16]([C:13]1[N:1]2[C:2]([CH:3]=[CH:4][CH:5]=[CH:6]2)=[C:7]([C:8]([OH:10])=[O:9])[CH:14]=1)[CH3:17]. Procedure: A solution of methyl 2-pyridylacetate (6 ml) 2,6-lutidine (6 ml) and 2-bromobutyraldehyde (5.5 g) (P. Duhamel, L. Duhamel, J-Y. Valnot, Bull. Soc. Chim. Fr. 1973(4) 1465) in xylene (200 ml) was heated under reflux overnight, removing water by means of a Dean and Stark apparatus. The reaction mixture was cooled, washed with dilute citric acid solution and the organic phase dried (Na2SO4) and concentrated. Column chromatography (SiO2, CH2Cl2) of the residue afforded the methyl ester of the title c...